Task: describe an organic reaction: reactants, conditions, products, and yield. Dataset: the Open Reaction Database (ORD), a public repository of structured organic reaction records The reactants are N#CCC(=O)O, CCCCC1(CCCC)c2ccccc2-c2ccc(N(c3ccc4c(c3)C(CCCC)(CCCC)c3ccccc3-4)c3ccc4c(c3)C(CCCC)(CCCC)c3cc(-c5ccc(C=O)s5)ccc3-4)cc21, C1CCNCC1, CC#N. Yields the product CCCCC1(CCCC)c2ccccc2-c2ccc(N(c3ccc4c(c3)C(CCCC)(CCCC)c3ccccc3-4)c3ccc4c(c3)C(CCCC)(CCCC)c3cc(-c5ccc(C=C(C#N)C(=O)O)s5)ccc3-4)cc21. RXN SMILES: [C:72](#[N:73])[CH2:74][C:75](=[O:76])[OH:77].[CH2:1]([CH2:2][CH2:3][CH3:4])[C:5]1([CH2:68][CH2:69][CH2:70][CH3:71])[c:6]2[cH:7][cH:8][cH:9][cH:10][c:11]2-[c:12]2[cH:13][cH:14][c:15]([N:18]([c:19]3[cH:20][cH:21][c:22]4[c:30]([cH:31]3)[C:29]([CH2:32][CH2:33][CH2:34][CH3:35])([CH2:36][CH2:37][CH2:38][CH3:39])[c:28]3[c:23]-4[cH:24][cH:25][c:26](-[c:40]4[cH:41][cH:42][c:43]([CH:45]=[O:46])[s:44]4)[cH:27]3)[c:47]3[cH:48][c:49]4[c:57]([cH:58][cH:59]3)-[c:56]3[c:51]([cH:52][cH:53][cH:54][cH:55]3)[C:50]4([CH2:60][CH2:61][CH2:62][CH3:63])[CH2:64][CH2:65][CH2:66][CH3:67])[cH:16][c:17]21.[CH2:81]1[CH2:82][CH2:83][NH:84][CH2:85][CH2:86]1.[CH3:78][C:79]#[N:80]>>[CH2:1]([CH2:2][CH2:3][CH3:4])[C:5]1([CH2:68][CH2:69][CH2:70][CH3:71])[c:6]2[cH:7][cH:8][cH:9][cH:10][c:11]2-[c:12]2[cH:13][cH:14][c:15]([N:18]([c:19]3[cH:20][cH:21][c:22]4[c:30]([cH:31]3)[C:29]([CH2:32][CH2:33][CH2:34][CH3:35])([CH2:36][CH2:37][CH2:38][CH3:39])[c:28]3[c:23]-4[cH:24][cH:25][c:26](-[c:40]4[cH:41][cH:42][c:43]([CH:45]=[C:74]([C:72]#[N:73])[C:75](=[O:76])[OH:77])[s:44]4)[cH:27]3)[c:47]3[cH:48][c:49]4[c:57]([cH:58][cH:59]3)-[c:56]3[c:51]([cH:52][cH:53][cH:54][cH:55]3)[C:50]4([CH2:60][CH2:61][CH2:62][CH3:63])[CH2:64][CH2:65][CH2:66][CH3:67])[cH:16][c:17]21. The reactants are COCCO, COc1cc(N2CCOCC2)ccc1Nc1nc(Cl)ncc1Cl, Cl, CCN1C(=O)CCC(C)(C)c2cc(N)ccc21, C1COCCO1. Product: CCN1C(=O)CCC(C)(C)c2cc(Nc3ncc(Cl)c(Nc4ccc(N5CCOCC5)cc4OC)n3)ccc21. Reaction SMILES: [CH3:48][O:49][CH2:50][CH2:51][OH:52].[Cl:1][c:2]1[n:3][cH:4][c:5]([Cl:23])[c:6]([NH:8][c:9]2[c:10]([O:21][CH3:22])[cH:11][c:12]([N:15]3[CH2:16][CH2:17][O:18][CH2:19][CH2:20]3)[cH:13][cH:14]2)[n:7]1.[ClH:41].[NH2:24][c:25]1[cH:26][c:27]2[c:28]([cH:39][cH:40]1)[N:29]([CH2:37][CH3:38])[C:30](=[O:36])[CH2:31][CH2:32][C:33]2([CH3:34])[CH3:35].[O:42]1[CH2:43][CH2:44][O:45][CH2:46][CH2:47]1>>[c:2]1([NH:24][c:25]2[cH:26][c:27]3[c:28]([cH:39][cH:40]2)[N:29]([CH2:37][CH3:38])[C:30](=[O:36])[CH2:31][CH2:32][C:33]3([CH3:34])[CH3:35])[n:3][cH:4][c:5]([Cl:23])[c:6]([NH:8][c:9]2[c:10]([O:21][CH3:22])[cH:11][c:12]([N:15]3[CH2:16][CH2:17][O:18][CH2:19][CH2:20]3)[cH:13][cH:14]2)[n:7]1. Starting materials: ClC=1C=C(C=CC1C#N)N1N=C2C3=C(CC[C@@H]2[C@@H]1C=1OC(=CC1)C)C=C(C=C3)C(=O)O ((3R,3aR)-2-(3-chloro-4-cyanophenyl)-3-(5-methyl-2-furyl)-3,3a,4,5-tetrahydro-2H-benzo[g]indazole-7-carboxylic acid), Cl.CS(=O)(=O)CCN (2-(methylsulfonyl)ethanamine hydrochloride), water_suppression. Product: ClC=1C=C(C=CC1C#N)N1N=C2C3=C(CC[C@@H]2[C@@H]1C=1OC(=CC1)C)C=C(C=C3)C(=O)NCCS(=O)(=O)C ((3R,3aR)-2-(3-chloro-4-cyanophenyl)-3-(5-methyl-2-furyl)-N-[2-(methylsulfonyl)ethyl]-3,3a,4,5-tetrahydro-2H-benzo[g]indazole-7-carboxamide). The yield is 70.0%. As a reaction SMILES: [Cl:1][C:2]1[CH:3]=[C:4]([N:10]2[C@@H:18]([C:19]3[O:20][C:21]([CH3:24])=[CH:22][CH:23]=3)[C@@H:17]3[C:12]([C:13]4[CH:28]=[CH:27][C:26]([C:29]([OH:31])=O)=[CH:25][C:14]=4[CH2:15][CH2:16]3)=[N:11]2)[CH:5]=[CH:6][C:7]=1[C:8]#[N:9].Cl.[CH3:33][S:34]([CH2:37][CH2:38][NH2:39])(=[O:36])=[O:35]>>[Cl:1][C:2]1[CH:3]=[C:4]([N:10]2[C@@H:18]([C:19]3[O:20][C:21]([CH3:24])=[CH:22][CH:23]=3)[C@@H:17]3[C:12]([C:13]4[CH:28]=[CH:27][C:26]([C:29]([NH:39][CH2:38][CH2:37][S:34]([CH3:33])(=[O:36])=[O:35])=[O:31])=[CH:25][C:14]=4[CH2:15][CH2:16]3)=[N:11]2)[CH:5]=[CH:6][C:7]=1[C:8]#[N:9] |f:1.2|. Procedure details: The title compound was prepared from (3R,3aR)-2-(3-chloro-4-cyanophenyl)-3-(5-methyl-2-furyl)-3,3a,4,5-tetrahydro-2H-benzo[g]indazole-7-carboxylic acid, Example 40, and 2-(methylsulfonyl)ethanamine hydrochloride according to Method F (35 mg, 70% yield). 1H NMR (400 MHz, DMSO-d6) water_suppression, δ ppm 1.19-1.21 (m, 1H), 1.91 (d, J=9.88 Hz, 1H), 2.07 (s, 3H), 2.96 (d, J=16.84 Hz, 2H), 3.01 (s, 3H), 3.63-3.66 (m, 2H), 3.86 (br. s., 1H), 5.92 (d, J=16.47 Hz, 1H), 5.95 (br. s., 1H), 6.27 (d, J=2.9... Reactants: C(C)(=O)N1CCC2(CC1)NC1=C(C(CC2)=O)C=CC=C1 (1′-Acetyl-3, 4-dihydrospiro[5H-1-benzazepine-2(1H), 4′-piperidin]-5-one). Solvent: Cl (HCl), [OH-].[Na+] (NaOH). Run at temperature 85 celsius, time 3 hour. The product is N1CCC2(CC1)NC1=C(C(CC2)=O)C=CC=C1 (3, 4-Dihydrospiro[5H-1-benzazepine-2(1H), 4′-piperidin]-5-one). Isolated yield 98.6%. Reaction SMILES: C([N:4]1[CH2:9][CH2:8][C:7]2([CH2:15][CH2:14][C:13](=[O:16])[C:12]3[CH:17]=[CH:18][CH:19]=[CH:20][C:11]=3[NH:10]2)[CH2:6][CH2:5]1)(=O)C>Cl.[OH-].[Na+]>[NH:4]1[CH2:9][CH2:8][C:7]2([CH2:15][CH2:14][C:13](=[O:16])[C:12]3[CH:17]=[CH:18][CH:19]=[CH:20][C:11]=3[NH:10]2)[CH2:6][CH2:5]1 |f:2.3|. Procedure: Acetate 10 (20 mg, 0.072 mmoles) was dissolved in 2 N HCl (0.31 mL) and heated to 85° C. After 3 h, the reaction mixture was diluted with 5 N NaOH to a pH˜11 and extracted with CH2Cl2 (3×3 mL). The combined organic layers were dried over Na2SO4 and concentrated to afford 11(16.2 mg, 0.071 mmoles, 96%) as a colorless oil. 1H NMR (CDCl3) δ7.83 (1H, dd, J=1.7, 7.6 Hz), 7.32 (1H, ddd, J=2.2, 8.1, 9.1 Hz), 6.93 (1H, m), 6.77 (1H, d, J=7.9 Hz), 3.76 (1H, d, J=7.9 Hz), 3.98 (1H, s), 2.83 (6H, m), 1.31 ... Product: COc1ccc(-c2cccc(C3=Nc4ccc(OC(F)(F)F)cc4NC(=O)C3)c2)cn1. Reaction SMILES: [C:1]([O:2][C:3](=[O:4])[NH:7][c:8]1[c:9]([NH:19][C:20]([CH2:21][C:22](=[O:5])[c:24]2[cH:25][c:26](-[c:30]3[cH:31][n:32][c:33]([O:36][CH3:37])[cH:34][cH:35]3)[cH:27][cH:28][cH:29]2)=[O:38])[cH:10][c:11]([O:14][C:15]([F:16])([F:17])[F:18])[cH:12][cH:13]1)([CH3:6])([CH3:23])[CH3:39].[Cl:47][CH2:48][Cl:49].[F:40][C:41]([F:42])([F:43])[C:44]([OH:45])=[O:46]>>[N:7]1=[C:22]([c:24]2[cH:25][c:26](-[c:30]3[cH:31][n:32][c:33]([O:36][CH3:37])[cH:34][cH:35]3)[cH:27][cH:28][cH:29]2)[CH2:21][C:20](=[O:38])[NH:19][c:9]2[c:8]1[cH:13][cH:12][c:11]([O:14][C:15]([F:16])([F:17])[F:18])[cH:10]2. Reactants: COc1ccc(-c2cccc(C(=O)CC(=O)Nc3cc(OC(F)(F)F)ccc3NC(=O)OC(C)(C)C)c2)cn1, ClCCl, O=C(O)C(F)(F)F. Starting materials: C(C)(C)(C)OC(=O)NCCCCN (N-(tert-butoxycarbonyl)-1,4-diaminobutane), C(=O)(OCC)N1C(C=2C(C1=O)=CC=CC2)=O (N-carboethoxyphthalimide). Run in O1CCOCC1 (1,4-dioxane). Run at temperature 52.5 celsius, time 4 hour. Product: C(C)(C)(C)OC(=O)NCCCCN1C(C=2C(C1=O)=CC=CC2)=O (N-[4-(tert-butoxycarbonylamino)butyl]phthalimide). The yield is 59.0%. RXN SMILES: [C:1]([O:5][C:6]([NH:8][CH2:9][CH2:10][CH2:11][CH2:12][NH2:13])=[O:7])([CH3:4])([CH3:3])[CH3:2].C(N1[C:23](=[O:24])[C:22]2=[CH:25][CH:26]=[CH:27][CH:28]=[C:21]2[C:20]1=[O:29])(OCC)=O>O1CCOCC1>[C:1]([O:5][C:6]([NH:8][CH2:9][CH2:10][CH2:11][CH2:12][N:13]1[C:23](=[O:24])[C:22]2=[CH:25][CH:26]=[CH:27][CH:28]=[C:21]2[C:20]1=[O:29])=[O:7])([CH3:4])([CH3:3])[CH3:2]. Procedure details: 5.41 g (28.74 mmol) of N-(tert-butoxycarbonyl)-1,4-diaminobutane was dissolved in 100 ml of 1,4-dioxane and 4.86 g (28.74 mmol) of N-carboethoxyphthalimide was added thereto. The mixture was heated at 45 to 60° C. and stirred for 4 hours. After the reaction mixture was concentrated under reduced pressure, 1N hydrochloric acid was added thereto and the resulting solution was extracted with ethyl acetate. The extract was washed with brine and dried (Na2SO4). The solvent was distilled off and the r... The reactants are C(C1=CC=CC=C1)(=O)C1=C(C=C(N1C)C(C(=O)OCC)C1=C(C=C(C=C1)N)F)C (Ethyl 2-(5-benzoyl-1,4-dimethylpyrrol-2-yl)-2-(2-fluoro-4-aminophenyl)acetate), [OH-].[Na+] (NaOH). Solvent: CO.C1CCOC1 (methanol THF). Yields the product FC=1C=C(N)C=CC1CC=1N(C(=C(C1)C)C(C1=CC=CC=C1)=O)C (3-fluoro-4-[5-benzoyl-1,4-dimethyl-1H-pyrrol-2-ylmethyl]aniline). Isolated yield 72.2%. RXN SMILES: [C:1]([C:9]1[N:13]([CH3:14])[C:12]([CH:15]([C:21]2[CH:26]=[CH:25][C:24]([NH2:27])=[CH:23][C:22]=2[F:28])C(OCC)=O)=[CH:11][C:10]=1[CH3:29])(=[O:8])[C:2]1[CH:7]=[CH:6][CH:5]=[CH:4][CH:3]=1.[OH-].[Na+]>CO.C1COCC1>[F:28][C:22]1[CH:23]=[C:24]([CH:25]=[CH:26][C:21]=1[CH2:15][C:12]1[N:13]([CH3:14])[C:9]([C:1](=[O:8])[C:2]2[CH:7]=[CH:6][CH:5]=[CH:4][CH:3]=2)=[C:10]([CH3:29])[CH:11]=1)[NH2:27] |f:1.2,3.4|. Procedure details: Ethyl 2-(5-benzoyl-1,4-dimethylpyrrol-2-yl)-2-(2-fluoro-4-aminophenyl)acetate (5.3 g, 13,4 mmol) [prepared as in Example 1, Step (c)] and 50% aqueous NaOH (5 ml) were dissolved in a 1:1 mixture of methanol/THF (100 ml), and the reaction mixture was refluxed for 30 min. After removing the solvents in vacuo, the residue was diluted with water and acidified with concentrated HCl. The product was extracted into ethyl acetate, and the organic layer was washed with brine, dried over sodium sulfate, an...